From a dataset of the Open Reaction Database (ORD), a public repository of structured organic reaction records. describe an organic reaction: reactants, conditions, products, and yield The reactants are CS(C)=O, O=Cc1scnc1Cl, [Na], O=S(O)c1ccccc1. Product: O=Cc1scnc1S(=O)(=O)c1ccccc1. As a reaction SMILES: [CH3:19][S:20](=[O:21])[CH3:22].[Cl:1][c:2]1[n:3][cH:4][s:5][c:6]1[CH:7]=[O:8].[Na:9].[c:10]1([S:16](=[O:17])[OH:18])[cH:11][cH:12][cH:13][cH:14][cH:15]1>>[c:2]1([S:16]([c:10]2[cH:11][cH:12][cH:13][cH:14][cH:15]2)(=[O:17])=[O:18])[n:3][cH:4][s:5][c:6]1[CH:7]=[O:8]. Reactants: COc1ccc(CCN)cc1OC, Cl, O=Cc1ccc(F)cc1, [Na+], [OH-]. Product: COc1cc2c(cc1OC)C(c1ccc(F)cc1)NCC2. RXN SMILES: [CH3:10][O:11][c:12]1[cH:13][c:14]([CH2:15][CH2:16][NH2:17])[cH:18][cH:19][c:20]1[O:21][CH3:22].[ClH:23].[F:1][c:2]1[cH:3][cH:4][c:5]([CH:6]=[O:7])[cH:8][cH:9]1.[Na+:25].[OH-:24]>>[F:1][c:2]1[cH:3][cH:4][c:5]([CH:6]2[NH:17][CH2:16][CH2:15][c:14]3[cH:13][c:12]([O:11][CH3:10])[c:20]([O:21][CH3:22])[cH:19][c:18]32)[cH:8][cH:9]1. The reactants are COCCO[AlH2-]OCCOC.[Na+] (Vitride), alcohols, C(C)C1CC(=CCC12CCCC2=O)C (10-Ethyl-8-methyl-spiro[4.5]dec-7-en-1-one), ketones. Solvent: C1(=CC=CC=C1)C (toluene), C1(=CC=CC=C1)C (toluene). Product: C(C)C1CC(=CCC12CCCC2O)C (10-Ethyl-8-methyl-spiro[4.5]dec-7-en-1-ol). Yield: 95.6%. Reaction SMILES: [CH2:1]([CH:3]1[C:8]2([C:12](=[O:13])[CH2:11][CH2:10][CH2:9]2)[CH2:7][CH:6]=[C:5]([CH3:14])[CH2:4]1)[CH3:2].COCCO[AlH2-]OCCOC.[Na+]>C1(C)C=CC=CC=1>[CH2:1]([CH:3]1[C:8]2([CH:12]([OH:13])[CH2:11][CH2:10][CH2:9]2)[CH2:7][CH:6]=[C:5]([CH3:14])[CH2:4]1)[CH3:2] |f:1.2|. Procedure details: 10-Ethyl-8-methyl-spiro[4.5]dec-7-en-1-one (14 g; 0.073 mol) was dissolved in toluene (60 ml) and reduced using Vitride® in toluene; 40 ml) at 60-70° C. A partial conversion was observed: 22.1% ketones and 67.5% alcohols. Usual work-up (see above), followed by column chromatography on SiO2 (solvent: hexane/MTBE: 9/1) afforded 95.6% pure desired product, as a mixture of isomers. As a reaction SMILES: [CH2:1]([CH2:2][CH2:3][CH3:4])[O:5][c:6]1[n:7][c:8]([NH2:26])[c:9]2[n:10][c:11]([O:24][CH3:25])[n:12]([CH2:15][CH:16]3[CH2:17][N:18]([CH2:22][CH3:23])[CH2:19][CH2:20][CH2:21]3)[c:13]2[n:14]1.[CH3:28][OH:29].[ClH:27].[O:30]1[CH2:31][CH2:32][O:33][CH2:34][CH2:35]1>>[CH2:1]([CH2:2][CH2:3][CH3:4])[O:5][c:6]1[n:7][c:8]([NH2:26])[c:9]2[nH:10][c:11](=[O:24])[n:12]([CH2:15][CH:16]3[CH2:17][N:18]([CH2:22][CH3:23])[CH2:19][CH2:20][CH2:21]3)[c:13]2[n:14]1. The reactants are CCCCOc1nc(N)c2nc(OC)n(CC3CCCN(CC)C3)c2n1, CO, Cl, C1COCCO1. The product is CCCCOc1nc(N)c2[nH]c(=O)n(CC3CCCN(CC)C3)c2n1. Starting materials: O=C([O-])O, COC(=O)C12CCC1(CO)CN(C(C)c1ccccc1)C2=O, COCCN(CCOC)S(F)(F)F, CCOC(C)=O, ClCCl, [Na+], O. The product is COC(=O)C12CCC1(CF)CN(C(C)c1ccccc1)C2=O. Reaction SMILES: [C:36](=[O:37])([OH:38])[O-:39].[CH3:14][O:15][C:16](=[O:17])[C:18]12[C:19](=[O:35])[N:20]([CH:27]([CH3:28])[c:29]3[cH:30][cH:31][cH:32][cH:33][cH:34]3)[CH2:21][C:22]1([CH2:25][OH:26])[CH2:23][CH2:24]2.[CH3:1][O:2][CH2:3][CH2:4][N:5]([S:6]([F:7])([F:8])[F:11])[CH2:9][CH2:10][O:12][CH3:13].[CH3:41][CH2:42][O:43][C:44](=[O:45])[CH3:46].[Cl:47][CH2:48][Cl:49].[Na+:40].[OH2:50]>>[F:11][CH2:25][C:22]12[C:18]([C:16]([O:15][CH3:14])=[O:17])([C:19](=[O:35])[N:20]([CH:27]([CH3:28])[c:29]3[cH:30][cH:31][cH:32][cH:33][cH:34]3)[CH2:21]1)[CH2:24][CH2:23]2. Starting materials: O.C([O-])(O)=O.[Na+] (sodium bicarbonate water), FC(C(=O)O)(F)F.ClCCC\C(\C(=O)O)=C/C1=CC(=C(C=C1)N1C=NC(=C1)C)OC ((E)-5-chloro-2-(3-methoxy-4-(4-methyl-1H-imidazol-1-yl)benzylidene)valeric acid trifluoroacetic acid salt), Cl.NC1CC2=CC=CC=C2C1 (2-amino indan hydrochloride), C(C)(C)N(CC)C(C)C (IPEA), C=1C=CC2=C(C1)N=NN2O (HOBT). The solvent is C(C)(=O)OCC (Ethyl acetate), C(CCl)Cl (EDC), CN(C)C=O (DMF). Yields the product C1C(CC2=CC=CC=C12)NC(/C(/CCCCl)=C/C1=CC(=C(C=C1)N1C=NC(=C1)C)OC)=O ((E)-5-chloro-2-[3-methoxy-4-(4-methyl-1H-imidazol-1-yl)benzylidene]valeric acid indan-2-ylamide). Yield: 53.2%. As a reaction SMILES: FC(F)(F)C(O)=O.[Cl:8][CH2:9][CH2:10][CH2:11]/[C:12](=[CH:16]\[C:17]1[CH:22]=[CH:21][C:20]([N:23]2[CH:27]=[C:26]([CH3:28])[N:25]=[CH:24]2)=[C:19]([O:29][CH3:30])[CH:18]=1)/[C:13]([OH:15])=O.Cl.[NH2:32][CH:33]1[CH2:41][C:40]2[C:35](=[CH:36][CH:37]=[CH:38][CH:39]=2)[CH2:34]1.C(N(C(C)C)CC)(C)C.C1C=CC2N(O)N=NC=2C=1.O.C(=O)(O)[O-].[Na+]>C(OCC)(=O)C.C(Cl)CCl.CN(C=O)C>[CH2:34]1[C:35]2[C:40](=[CH:39][CH:38]=[CH:37][CH:36]=2)[CH2:41][CH:33]1[NH:32][C:13](=[O:15])/[C:12](=[CH:16]/[C:17]1[CH:22]=[CH:21][C:20]([N:23]2[CH:27]=[C:26]([CH3:28])[N:25]=[CH:24]2)=[C:19]([O:29][CH3:30])[CH:18]=1)/[CH2:11][CH2:10][CH2:9][Cl:8] |f:0.1,2.3,6.7.8|. Reported procedure: To a DMF solution (200 mL) of (E)-5-chloro-2-(3-methoxy-4-(4-methyl-1H-imidazol-1-yl)benzylidene)valeric acid trifluoroacetic acid salt (13 g) and 2-amino indan hydrochloride (7.8 g), IPEA (24.1 mL), HOBT (9.4 g) and EDC (13.3 g) were added one by one, and the reaction solution was agitated at room temperature. Ethyl acetate and saturated sodium bicarbonate water were added to the reaction solution after 15 hours, and the organic layer was partitioned. After the obtained organic layer was washed... The reactants are CC(C)(C)OC(=O)N1CCC(ON=C2CCN(c3cc(F)c(Br)cc3F)CC2)CC1, ClCCl, O=C(O)C(F)(F)F. Product: Fc1cc(N2CCC(=NOC3CCNCC3)CC2)c(F)cc1Br. RXN SMILES: [C:1]([O:2][C:3](=[O:4])[N:8]1[CH2:9][CH2:10][CH:11]([O:14][N:15]=[C:16]2[CH2:17][CH2:18][N:19]([c:22]3[c:23]([F:30])[cH:24][c:25]([Br:29])[c:26]([F:28])[cH:27]3)[CH2:20][CH2:21]2)[CH2:12][CH2:13]1)([CH3:5])([CH3:6])[CH3:7].[Cl:38][CH2:39][Cl:40].[F:31][C:32]([F:33])([F:34])[C:35]([OH:36])=[O:37]>>[NH:8]1[CH2:9][CH2:10][CH:11]([O:14][N:15]=[C:16]2[CH2:17][CH2:18][N:19]([c:22]3[c:23]([F:30])[cH:24][c:25]([Br:29])[c:26]([F:28])[cH:27]3)[CH2:20][CH2:21]2)[CH2:12][CH2:13]1.